This data is from the Open Reaction Database (ORD), a public repository of structured organic reaction records. The task is: describe an organic reaction: reactants, conditions, products, and yield Reactants: BrC=1C=C(COC=2C=C(C=CC2)C=2N=C(N3C2C(=NC=C3)N)C3CCC3)C=CC1 (1-[3-(3-bromobenzyloxy)-phenyl]-3-cyclobutyl-imidazo[1,5-a]pyrazin-8-ylamine), C([O-])([O-])=O.[K+].[K+] (potassium carbonate), C(C)(=O)N (acetamide), CNCCNC (N,N′-dimethylethylenediamine). The reagents and catalysts are [Cu]I (copper(I) iodide). Run in O1CCOCC1 (dioxane). Conditions: temperature 170 celsius. Product: NC=1C=2N(C=CN1)C(=NC2C=2C=C(OCC=1C=C(C=CC1)NC(C)=O)C=CC2)C2CCC2 (N-{3-[3-(8-Amino-3-cyclobutyl-imidazo[1,5-a]pyrazin-1-yl)-phenoxymethyl]-phenyl}-acetamide). As a reaction SMILES: Br[C:2]1[CH:3]=[C:4]([CH:27]=[CH:28][CH:29]=1)[CH2:5][O:6][C:7]1[CH:8]=[C:9]([C:13]2[N:14]=[C:15]([CH:23]3[CH2:26][CH2:25][CH2:24]3)[N:16]3[CH:21]=[CH:20][N:19]=[C:18]([NH2:22])[C:17]=23)[CH:10]=[CH:11][CH:12]=1.C(=O)([O-])[O-].[K+].[K+].[C:36]([NH2:39])(=[O:38])[CH3:37].CNCCNC>O1CCOCC1.[Cu]I>[NH2:22][C:18]1[C:17]2[N:16]([C:15]([CH:23]3[CH2:26][CH2:25][CH2:24]3)=[N:14][C:13]=2[C:9]2[CH:8]=[C:7]([CH:12]=[CH:11][CH:10]=2)[O:6][CH2:5][C:4]2[CH:3]=[C:2]([NH:39][C:36](=[O:38])[CH3:37])[CH:29]=[CH:28][CH:27]=2)[CH:21]=[CH:20][N:19]=1 |f:1.2.3|. Procedure details: Argon was bubbled through a suspension of 1-[3-(3-bromobenzyloxy)-phenyl]-3-cyclobutyl-imidazo[1,5-a]pyrazin-8-ylamine (1, 25 mg, 0.056 mmol), potassium carbonate (15 mg, 0.109 mmol), copper(I) iodide (10 mg, 0.052 mmol), acetamide (40 mg, 0.68 mmol) and N,N′-dimethylethylenediamine (5 mg, 0.057 mmol), in dioxane (0.5 ml) in a thick walled 5 ml microwave tube. The tube was sealed and heated to 170° C. for 2 hours using the CEM Discover microwave oven at a maximum power of 250 W. The reaction mix... Starting materials: C(C)(C)(C)OC(=O)NCCC(=O)O (N-(t-butoxycarbonyl)-β-alanine), C(C1=CC=CC=C1)OC(CC(N)C1=CC=CC=C1)=O (3-phenyl-β-alanine benzyl ester). The product is C(C1=CC=CC=C1)OC(CC(NC(CCNC(=O)OC(C)(C)C)=O)C1=CC=CC=C1)=O (N-[N-(t-butoxycarbonyl)-β-alanyl]-3-phenyl-β-alanine benzyl ester). As a reaction SMILES: [C:1]([O:5][C:6]([NH:8][CH2:9][CH2:10][C:11]([OH:13])=O)=[O:7])([CH3:4])([CH3:3])[CH3:2].[CH2:14]([O:21][C:22](=[O:32])[CH2:23][CH:24]([C:26]1[CH:31]=[CH:30][CH:29]=[CH:28][CH:27]=1)[NH2:25])[C:15]1[CH:20]=[CH:19][CH:18]=[CH:17][CH:16]=1>>[CH2:14]([O:21][C:22](=[O:32])[CH2:23][CH:24]([C:26]1[CH:31]=[CH:30][CH:29]=[CH:28][CH:27]=1)[NH:25][C:11](=[O:13])[CH2:10][CH2:9][NH:8][C:6]([O:5][C:1]([CH3:2])([CH3:3])[CH3:4])=[O:7])[C:15]1[CH:16]=[CH:17][CH:18]=[CH:19][CH:20]=1. Procedure details: N-(t-butoxycarbonyl)-β-alanine was reacted with DL-3-phenyl-β-alanine benzyl ester to give DL-N-[N-(t-butoxycarbonyl)-β-alanyl]-3-phenyl-β-alanine benzyl ester, m.p. 124.5°-126° C.